Dataset: the Open Reaction Database (ORD), a public repository of structured organic reaction records. Task: describe an organic reaction: reactants, conditions, products, and yield Starting materials: ClCCl, COCC(=O)Cl, COC(=O)NNc1c(C)cccc1C. Yields the product COCC(=O)N(NC(=O)OC)c1c(C)cccc1C. Reaction SMILES: [CH2:21]([Cl:22])[Cl:23].[CH3:15][O:16][CH2:17][C:18](=[O:19])[Cl:20].[CH3:1][O:2][C:3]([NH:4][NH:5][c:6]1[c:7]([CH3:13])[cH:8][cH:9][cH:10][c:11]1[CH3:12])=[O:14]>>[CH3:1][O:2][C:3]([NH:4][N:5]([c:6]1[c:7]([CH3:13])[cH:8][cH:9][cH:10][c:11]1[CH3:12])[C:18]([CH2:17][O:16][CH3:15])=[O:19])=[O:14]. The reactants are N1CCSCC1 (thiomorpholine), C([O-])([O-])=O.[K+].[K+] (potassium carbonate), CSC1=NC(=C(C(=N1)Cl)[N+](=O)[O-])NC1CCCCC1 (2-methylmercapto-4-chloro-5-nitro-6-cyclohexylamino-pyrimidine). Solvent: O (water), O (water), CC(=O)C (acetone), CC(=O)C (acetone). Product: CSC1=NC(=C(C(=N1)N1CCSCC1)[N+](=O)[O-])NC1CCCCC1 (2-Methylmercapto-4-thiomorpholino-5-nitro-6-cyclohexylaminopyrimidine). RXN SMILES: [CH3:1][S:2][C:3]1[N:8]=[C:7](Cl)[C:6]([N+:10]([O-:12])=[O:11])=[C:5]([NH:13][CH:14]2[CH2:19][CH2:18][CH2:17][CH2:16][CH2:15]2)[N:4]=1.C(=O)([O-])[O-].[K+].[K+].[NH:26]1[CH2:31][CH2:30][S:29][CH2:28][CH2:27]1>CC(C)=O.O>[CH3:1][S:2][C:3]1[N:8]=[C:7]([N:26]2[CH2:31][CH2:30][S:29][CH2:28][CH2:27]2)[C:6]([N+:10]([O-:12])=[O:11])=[C:5]([NH:13][CH:14]2[CH2:19][CH2:18][CH2:17][CH2:16][CH2:15]2)[N:4]=1 |f:1.2.3|. Procedure: 3.0 gm of 2-methylmercapto-4-chloro-5-nitro-6-cyclohexylamino-pyrimidine were dissolved in 30 ml of acetone, a solution of 1.38 gm of potassium carbonate in 1.5 ml of water was added, and the mixture was admixed with a solution of 1.2 gm of thiomorpholine in 10 ml of acetone. The resulting mixture was stirred at room temperature, whereby after a short time a voluminous, crystalline precipitate was formed which was further increased by addition of water. The mixture was suction-filtered and the f... Reactants: magnesium salts, C(C)(=O)OC(C)=O (acetic anhydride), C(C=C)[Mg]Br (allyl magnesium bromide), C(C)(=O)O[C@H]1[C@H](O[C@@H]([C@H]([C@@H]1OC(C)=O)OC(C)=O)COC(C)=O)Br (2,3,4,6-tetra-O-acetyl-α-D-glucopyranosyl bromide), O (water). Run in C(C)(=O)O (acetic acid), N1=CC=CC=C1 (pyridine), CCOCC (ether). Reaction conditions: time 8 hour. The product is C(C)(=O)O[C@H]1[C@@H](O[C@@H]([C@H]([C@@H]1OC(C)=O)OC(C)=O)COC(C)=O)CC=C (3-(2,3,4,6-tetra-O-acetyl-β-D-glucopyranosyl)-1-propene). RXN SMILES: [CH2:1]([Mg]Br)[CH:2]=[CH2:3].[C:6]([O:9][C@@H:10]1[C@@H:15]([O:16][C:17](=[O:19])[CH3:18])[C@H:14]([O:20][C:21](=[O:23])[CH3:22])[C@@H:13]([CH2:24][O:25][C:26](=[O:28])[CH3:27])[O:12][C@@H:11]1Br)(=[O:8])[CH3:7].O.C(OC(=O)C)(=O)C>CCOCC.N1C=CC=CC=1.C(O)(=O)C>[C:6]([O:9][C@@H:10]1[C@@H:15]([O:16][C:17](=[O:19])[CH3:18])[C@H:14]([O:20][C:21](=[O:23])[CH3:22])[C@@H:13]([CH2:24][O:25][C:26](=[O:28])[CH3:27])[O:12][C@H:11]1[CH2:3][CH:2]=[CH2:1])(=[O:8])[CH3:7]. Procedure details: To a solution of allyl magnesium bromide (100 mL, 100 mmol, 1.0 M in ether,) at 0° C. was added dropwise 2,3,4,6-tetra-O-acetyl-α-D-glucopyranosyl bromide (4.45 g, 10.82 mmol) in ether (60 mL) over a period of 1 hr. After completion of the addition, the mixture was allowed to warm up and stirred at rt overnight. To the resulting mixture was carefully added water (200 mL) and followed by the addition of acetic acid to dissolve magnesium salts. Th organic layer was separated and concentrated. The ... Procedure details: The activated acid, which was prepared from 2-tert-butoxycarbonylmethoxyimino-2-(2-formamidothiazol-4-yl)acetic acid (syn isomer) (13.8 g), N,N-dimethylformamide (3.66 g) and phosphorus oxychloride (7.7 g) in tetrahydrofuran (80 ml) in a conventional manner, was added to a solution of benzhydryl 7-amino-3-vinyl-3-cephem-4-carboxylate hydrochloride (15 g) and trimethylsilylacetamide (32 g) in ethyl acetate (150 ml) at -20° C. with stirring, and the stirring was continued at the same temperature f... The product is C(C)(C)(C)OC(=O)CON=C(C(=O)NC1[C@@H]2N(C(=C(CS2)C=C)C(=O)OC(C2=CC=CC=C2)C2=CC=CC=C2)C1=O)C=1N=C(SC1)NC=O (benzhydryl 7-[2-tert-butoxycarbonylmethoxyimino-2-(2-formamidothiazol-4-yl)acetamido]-3-vinyl-3-cephem-4-carboxylate). Solvent: C(C)(=O)OCC (ethyl acetate), O (water), O1CCCC1 (tetrahydrofuran), CN(C=O)C (N,N-dimethylformamide). Starting materials: Cl.NC1[C@@H]2N(C(=C(CS2)C=C)C(=O)OC(C2=CC=CC=C2)C2=CC=CC=C2)C1=O (benzhydryl 7-amino-3-vinyl-3-cephem-4-carboxylate hydrochloride), C[Si](C)(C)CC(=O)N (trimethylsilylacetamide), C(C)(C)(C)OC(=O)CON=C(C(=O)O)C=1N=C(SC1)NC=O (2-tert-butoxycarbonylmethoxyimino-2-(2-formamidothiazol-4-yl)acetic acid), P(=O)(Cl)(Cl)Cl (phosphorus oxychloride), C(C)(C)OC(C)C (diisopropyl ether). Yield: 93.9%. Reaction SMILES: [C:1]([O:5][C:6]([CH2:8][O:9][N:10]=[C:11]([C:15]1[N:16]=[C:17]([NH:20][CH:21]=[O:22])[S:18][CH:19]=1)[C:12]([OH:14])=O)=[O:7])([CH3:4])([CH3:3])[CH3:2].P(Cl)(Cl)(Cl)=O.Cl.[NH2:29][CH:30]1[C:55](=[O:56])[N:32]2[C:33]([C:39]([O:41][CH:42]([C:49]3[CH:54]=[CH:53][CH:52]=[CH:51][CH:50]=3)[C:43]3[CH:48]=[CH:47][CH:46]=[CH:45][CH:44]=3)=[O:40])=[C:34]([CH:37]=[CH2:38])[CH2:35][S:36][C@H:31]12.C[Si](CC(N)=O)(C)C.C(OC(C)C)(C)C>O1CCCC1.C(OCC)(=O)C.O.CN(C)C=O>[C:1]([O:5][C:6]([CH2:8][O:9][N:10]=[C:11]([C:15]1[N:16]=[C:17]([NH:20][CH:21]=[O:22])[S:18][CH:19]=1)[C:12]([NH:29][CH:30]1[C:55](=[O:56])[N:32]2[C:33]([C:39]([O:41][CH:42]([C:43]3[CH:44]=[CH:45][CH:46]=[CH:47][CH:48]=3)[C:49]3[CH:54]=[CH:53][CH:52]=[CH:51][CH:50]=3)=[O:40])=[C:34]([CH:37]=[CH2:38])[CH2:35][S:36][C@H:31]12)=[O:14])=[O:7])([CH3:2])([CH3:3])[CH3:4] |f:2.3|. Reactants: ice, FC1=C(C=C2C=C(NC2=C1OCCOC)C=1SC(CN1)CC(=O)O)OC=1C=NC(=CC1)S(=O)(=O)C ({2-[6-fluoro-7-(2-methoxyethoxy)-5-{[6-(methylsulfonyl)pyridin-3-yl]oxy}-1H-indol-2-yl]-4,5-dihydro-1,3-thiazol-5-yl}acetic acid), ON1N=NC2=C1C=CC=C2 (1-hydroxybenzotriazole), Cl.C(C)N=C=NCCCN(C)C (1-ethyl-3-(3-dimethylaminopropyl)carbodiimide hydrochloride), Cl.CN (methylamine hydrochloride). The solvent is CN(C=O)C (N,N-dimethylformamide), C(C)N(CC)CC (triethylamine). The product is FC1=C(C=C2C=C(NC2=C1OCCOC)C=1SC(CN1)CC(=O)NC)OC=1C=NC(=CC1)S(=O)(=O)C (2-{2-[6-Fluoro-7-(2-methoxyethoxy)-5-{[6-(methylsulfonyl)pyridin-3-yl]oxy}-1H-indol-2-yl]-4,5-dihydro-1,3-thiazol-5-yl}-N-methylacetamide). Yield: 78.8%. RXN SMILES: Cl.CN.[F:4][C:5]1[C:13]([O:14][CH2:15][CH2:16][O:17][CH3:18])=[C:12]2[C:8]([CH:9]=[C:10]([C:19]3[S:20][CH:21]([CH2:24][C:25]([OH:27])=O)[CH2:22][N:23]=3)[NH:11]2)=[CH:7][C:6]=1[O:28][C:29]1[CH:30]=[N:31][C:32]([S:35]([CH3:38])(=[O:37])=[O:36])=[CH:33][CH:34]=1.O[N:40]1[C:44]2C=CC=CC=2N=N1.Cl.C(N=C=NCCCN(C)C)C>CN(C)C=O.C(N(CC)CC)C>[F:4][C:5]1[C:13]([O:14][CH2:15][CH2:16][O:17][CH3:18])=[C:12]2[C:8]([CH:9]=[C:10]([C:19]3[S:20][CH:21]([CH2:24][C:25]([NH:40][CH3:44])=[O:27])[CH2:22][N:23]=3)[NH:11]2)=[CH:7][C:6]=1[O:28][C:29]1[CH:30]=[N:31][C:32]([S:35]([CH3:38])(=[O:36])=[O:37])=[CH:33][CH:34]=1 |f:0.1,4.5|. Procedure: To an ice-cooled and stirred mixture of methylamine hydrochloride (35 mg) and triethylamine (0.072 mL) in N,N-dimethylformamide (7 mL) were added {2-[6-fluoro-7-(2-methoxyethoxy)-5-{[6-(methylsulfonyl)pyridin-3-yl]oxy}-1H-indol-2-yl]-4,5-dihydro-1,3-thiazol-5-yl}acetic acid (135 mg), 1-hydroxybenzotriazole (70 mg) and 1-ethyl-3-(3-dimethylaminopropyl)carbodiimide hydrochloride (100 mg). After stirring at 4° C. to room temperature for 15 h, the reaction mixture was partitioned between ethyl aceta... Starting materials: O.C1(=CC=C(C=C1)S(=O)(=O)O)C (p-toluenesulfonic acid monohydrate), 3S-[3S-[3α,3aα,4α(1E,3R*),5β,6aα]]-hexahydro-3-fluoro-5-hydroxy-4-(3-hydroxy-4,4-dimethyl-1-octenyl)-2H-cyclopenta[b]furan-2-one, O1CCCC=C1 (dihydropyran), [Na] (sodium), C([O-])(O)=O.[Na+] (sodium bicarbonate). Run in C(Cl)Cl (methylene chloride). The product is O1C=2C(=CC1=O)C=CC2 (2H-cyclopenta[b]furan-2-one). RXN SMILES: O1C=CCCC1.[Na].O.[C:9]1([CH3:19])[CH:14]=[CH:13][C:12](S(O)(=O)=O)=[CH:11]C=1.[C:20](=[O:23])(O)[O-:21].[Na+]>C(Cl)Cl>[O:21]1[C:20](=[O:23])[CH:19]=[C:9]2[CH:11]=[CH:12][CH:13]=[C:14]12 |f:2.3,4.5,^1:6|. Reported procedure: 571.5 mg (1.82 mmol) of [3S-[3S-[3α,3aα,4α(1E,3R*),5β,6aα]]-hexahydro-3-fluoro-5-hydroxy-4-(3-hydroxy-4,4-dimethyl-1-octenyl)-2H-cyclopenta[b]furan-2-one was dissolved in 20 ml of methylene chloride (freshly filtered through aluminum oxide, activity I) under a positive argon pressure. 2.0 ml (21.9 mmol) of dihydropyran (freshly dist. from sodium) was added under stirring followed by a crystal of p-toluenesulfonic acid monohydrate (9.7 mg; 0.05 mmol). The mixture was stirred at room temperature f... Reactants: CC(C)(C)[O-], CC(=O)O, COc1ccccc1[N+](=O)[O-], COC(=O)C(Cl)Cl, [K+]. Yields the product COC(=O)C(Cl)c1ccc([N+](=O)[O-])c(OC)c1. As a reaction SMILES: [CH3:1][C:2]([CH3:3])([O-:4])[CH3:5].[CH3:25][C:26](=[O:27])[OH:28].[CH3:7][O:8][c:9]1[cH:10][cH:11][cH:12][cH:13][c:14]1[N+:15]([O-:16])=[O:17].[Cl:18][CH:19]([C:20](=[O:21])[O:22][CH3:23])[Cl:24].[K+:6]>>[CH3:7][O:8][c:9]1[cH:10][c:11]([CH:19]([Cl:18])[C:20](=[O:21])[O:22][CH3:23])[cH:12][cH:13][c:14]1[N+:15]([O-:16])=[O:17]. As a reaction SMILES: [N:1]([O-])=O.[Na+].[NH2:5][C:6]1[C:7]([C:29]#[N:30])=[N:8][C:9]([C:14]2[CH:19]=[CH:18][C:17]([O:20][CH2:21][CH2:22][CH2:23][OH:24])=[C:16]([C:25]([F:28])([F:27])[F:26])[CH:15]=2)=[CH:10][C:11]=1[NH:12][CH3:13]>O.Cl.CN1C(=O)CCC1.C(OCC)(=O)C>[OH:24][CH2:23][CH2:22][CH2:21][O:20][C:17]1[CH:18]=[CH:19][C:14]([C:9]2[N:8]=[C:7]([C:29]#[N:30])[C:6]3[N:5]=[N:1][N:12]([CH3:13])[C:11]=3[CH:10]=2)=[CH:15][C:16]=1[C:25]([F:28])([F:26])[F:27] |f:0.1|. Procedure: A solution of sodium nitrite (13.07 g) in water (40 ml) was added to 3-amino-6-(4-(3-hydroxypropoxy)-3-(trifluoromethyl)phenyl)-4-(methylamino)picolinonitrile (49.6 g) in 2M hydrochloric acid (203 ml) and NMP (180 ml). The mixture was stirred at room temperature for 2 hours then diluted with ethyl acetate (50 mml), and the mixture washed with water (300 ml+100 ml×4), the organic layer was dried over magnesium sulphate, solvent removed under reduced pressure. The residue was then columned on sili... Run at time 2 hour. Solvent: O (water), Cl (hydrochloric acid), CN1CCCC1=O (NMP), C(C)(=O)OCC (ethyl acetate). Isolated yield 20.2%. Yields the product OCCCOC1=C(C=C(C=C1)C1=CC2=C(C(=N1)C#N)N=NN2C)C(F)(F)F (6-(4-(3-hydroxypropoxy)-3-(trifluoromethyl)phenyl)-1-methyl-1H-[1,2,3]triazolo[4,5-c]pyridine-4-carbonitrile). The reactants are N(=O)[O-].[Na+] (sodium nitrite), NC=1C(=NC(=CC1NC)C1=CC(=C(C=C1)OCCCO)C(F)(F)F)C#N (3-amino-6-(4-(3-hydroxypropoxy)-3-(trifluoromethyl)phenyl)-4-(methylamino)picolinonitrile). Starting materials: CCCCCCCCCCCC1Cc2cc(C(=O)O)ccc2N1, CI, CC(=O)O, CCO, Cl, [Na+], [OH-], O. Product: CCCCCCCCCCCC1Cc2cc(C(=O)O)ccc2N1C. RXN SMILES: [CH2:2]([CH2:3][CH2:4][CH2:5][CH2:6][CH2:7][CH2:8][CH2:9][CH2:10][CH2:11][CH3:12])[CH:13]1[NH:14][c:15]2[cH:16][cH:17][c:18]([C:22](=[O:23])[OH:24])[cH:19][c:20]2[CH2:21]1.[CH3:27][I:28].[CH3:29][C:30](=[O:31])[OH:32].[CH3:34][CH2:35][OH:36].[ClH:1].[Na+:26].[OH-:25].[OH2:33]>>[CH2:2]([CH2:3][CH2:4][CH2:5][CH2:6][CH2:7][CH2:8][CH2:9][CH2:10][CH2:11][CH3:12])[CH:13]1[N:14]([CH3:27])[c:15]2[cH:16][cH:17][c:18]([C:22](=[O:23])[OH:24])[cH:19][c:20]2[CH2:21]1.